Dataset: the Open Reaction Database (ORD), a public repository of structured organic reaction records. Task: describe an organic reaction: reactants, conditions, products, and yield Reactants: COC(=O)Nc1nc2c(OC)ccc(-c3ccc(F)cc3)c2o1, [Na+], C1COCCO1, [OH-], OCCO. The product is COc1ccc(-c2ccc(F)cc2)c2oc(N)nc12. Reaction SMILES: [CH3:1][O:2][C:3]([NH:4][c:5]1[o:6][c:7]2[c:8]([n:9]1)[c:10]([O:21][CH3:22])[cH:11][cH:12][c:13]2-[c:14]1[cH:15][cH:16][c:17]([F:20])[cH:18][cH:19]1)=[O:23].[Na+:25].[O:26]1[CH2:27][CH2:28][O:29][CH2:30][CH2:31]1.[OH-:24].[OH:32][CH2:33][CH2:34][OH:35]>>[NH2:4][c:5]1[o:6][c:7]2[c:8]([n:9]1)[c:10]([O:21][CH3:22])[cH:11][cH:12][c:13]2-[c:14]1[cH:15][cH:16][c:17]([F:20])[cH:18][cH:19]1. Starting materials: OC1=C(C=O)C(=CC=C1)OC (2-Hydroxy-6-methoxybenzaldehyde), BrCCCCC#N (5-bromopentanonitrile), C([O-])([O-])=O.[K+].[K+] (potassium carbonate), [I-].[Na+] (sodium iodide). The solvent is C(C)O (ethanol). Reaction conditions: time 2 hour. Yields the product C(=O)C1=C(OCCCCC#N)C=CC=C1OC (5-(2-formyl-3-methoxyphenoxy)pentanonitrile), benzene petrol. Reaction SMILES: [OH:1][C:2]1[CH:9]=[CH:8][CH:7]=[C:6]([O:10][CH3:11])[C:3]=1[CH:4]=[O:5].Br[CH2:13][CH2:14][CH2:15][CH2:16][C:17]#[N:18].C(=O)([O-])[O-].[K+].[K+].[I-].[Na+]>C(O)C>[CH:4]([C:3]1[C:6]([O:10][CH3:11])=[CH:7][CH:8]=[CH:9][C:2]=1[O:1][CH2:13][CH2:14][CH2:15][CH2:16][C:17]#[N:18])=[O:5] |f:2.3.4,5.6|. Procedure: 2-Hydroxy-6-methoxybenzaldehyde (3.04 g, 0.02 M), 5-bromopentanonitrile (3.81 g, 0.02 M), anhydrous potassium carbonate (2.97 g), sodium iodide (0.12 g) and ethanol (15 ml) were refluxed with stirring for 41/2 hr. The cooled reaction mixture was filtered and the solid washed well with ethanol. The filtrate was evaporated to dryness and the residue partitioned between ether and water. The organic layer was separated and washed with 2 N sodium hydroxide solution water, dried (sodium sulphate) and ...